Dataset: the Open Reaction Database (ORD), a public repository of structured organic reaction records. Task: describe an organic reaction: reactants, conditions, products, and yield The reactants are N1C(=NC2=C1C=CC=C2)CN(CCCN)C2CCCC=1C=CC=NC21 (N-(1H-benzimidazol-2-ylmethyl)-N-(5,6,7,8-tetrahydroquinolin-8-yl)-propane-1,3-diamine), C[Si](C)(C)N=C=O (trimethylsilylisocyanate). Solvent: C(C)(C)O (isopropanol). Reaction conditions: time 20 hour. The product is N1C(=NC2=C1C=CC=C2)CN(CCCNC(=O)N)C2CCCC=1C=CC=NC21 ({3-[(1H-benzimidazol-2-ylmethyl)-(5,6,7,8-tetrahydroquinolin-8-yl)-amino]-propyl}-urea). RXN SMILES: [NH:1]1[C:5]2[CH:6]=[CH:7][CH:8]=[CH:9][C:4]=2[N:3]=[C:2]1[CH2:10][N:11]([CH:16]1[C:25]2[N:24]=[CH:23][CH:22]=[CH:21][C:20]=2[CH2:19][CH2:18][CH2:17]1)[CH2:12][CH2:13][CH2:14][NH2:15].C[Si]([N:30]=[C:31]=[O:32])(C)C>C(O)(C)C>[NH:1]1[C:5]2[CH:6]=[CH:7][CH:8]=[CH:9][C:4]=2[N:3]=[C:2]1[CH2:10][N:11]([CH:16]1[C:25]2[N:24]=[CH:23][CH:22]=[CH:21][C:20]=2[CH2:19][CH2:18][CH2:17]1)[CH2:12][CH2:13][CH2:14][NH:15][C:31]([NH2:30])=[O:32]. Procedure details: A solution of N-(1H-benzimidazol-2-ylmethyl)-N-(5,6,7,8-tetrahydroquinolin-8-yl)-propane-1,3-diamine (0.14 g, 0.42 mmol—see preparation of N-{3-[(1H-benzimidazol-2-ylmethyl)-(S)-(5,6,7,8-tetrahydroquinolin-8-yl)-amino]-propyl}-guanidine) in isopropanol (2.8 mL) was treated with trimethylsilylisocyanate (80 μL, 0.58 mmol) at room temperature. The reaction was stirred 20 hours and concentrated under reduced pressure. This afforded, after column chromatography with silica gel (5:1:94 MeOH:NH4OH:CH2... Starting materials: COC1=CC=C(C=C1)CC(=O)O (4-methoxyphenyl acetic acid), NC(CO)(C)C (2-amino-2-methyl-1-propanol). The product is COC1=CC=C(C=C1)C(=CC1=CC=C(C=C1)OC)C=1OCC(N1)(C)C (2-[1,2-Bis(4-methoxyphenyl)ethenyl]-4,4-dimethyl-2-oxazoline), COC1=CC=C(C=O)C=C1 (p-methoxybenzaldehyde). As a reaction SMILES: [CH3:1][O:2][C:3]1[CH:8]=[CH:7][C:6]([CH2:9][C:10]([OH:12])=O)=[CH:5][CH:4]=1.[NH2:13][C:14]([CH3:18])([CH3:17])[CH2:15][OH:16]>>[CH3:1][O:2][C:3]1[CH:4]=[CH:5][C:6]([C:9]([C:10]2[O:12][CH2:15][C:14]([CH3:18])([CH3:17])[N:13]=2)=[CH:9][C:6]2[CH:7]=[CH:8][C:3]([O:2][CH3:1])=[CH:4][CH:5]=2)=[CH:7][CH:8]=1.[CH3:1][O:2][C:3]1[CH:4]=[CH:5][C:6]([CH:9]=[O:16])=[CH:7][CH:8]=1. Procedure details: 2-[1,2-Bis(4-methoxyphenyl)ethenyl]-4,4-dimethyl-2-oxazoline (P-1728) was prepared by reacting 4-methoxyphenyl acetic acid with 2-amino-2-methyl-1-propanol and condensing the product thereby obtained with p-methoxybenzaldehyde. The boiling point was about 223 at 0.38 mm. The nmr spectrum was consistent with the proposed structure. Starting materials: BrC1=CC=C2COC(C2=C1)(C)C (6-bromo-1,1-dimethyl-1,3-dihydro-isobenzofuran), CCCCCC.CCOC(=O)C (hexane EtOAc). The product is CC1(OCC2=CC=C(C=C12)C=O)C (3,3-Dimethyl-1,3-dihydro-isobenzofuran-5-carbaldehyde). RXN SMILES: Br[C:2]1[CH:10]=[C:9]2[C:5]([CH2:6][O:7][C:8]2([CH3:12])[CH3:11])=[CH:4][CH:3]=1.CCCCCC.C[CH2:20][O:21]C(C)=O>>[CH3:11][C:8]1([CH3:12])[C:9]2[C:5](=[CH:4][CH:3]=[C:2]([CH:20]=[O:21])[CH:10]=2)[CH2:6][O:7]1 |f:1.2|. Procedure details: The title compound is prepared in analogous manner as described for example 47a from 6-bromo-1,1-dimethyl-1,3-dihydro-isobenzofuran to yield a light yellow oil: TLC (hexane-EtOAc 1:1) Rf=0.50; HPLC RtA=1.43 min; 1H NMR (400 MHz, CDCl3): δ10.02 (s, 1H), 7.78 (d, 1H), 7.65 (s, 1H), 7.36 (d, 1H), 5.11 (s, 2H), 1.53 (s, 9H). Reactants: CO, Cn1nccc1-c1cc(NC(=O)Nc2ccc(Cl)cc2)ccc1OCCN1CCCC1, O=C1CCC(=O)N1Cl. Product: Cn1ncc(Cl)c1-c1cc(NC(=O)Nc2ccc(Cl)cc2)ccc1OCCN1CCCC1. As a reaction SMILES: [CH3:40][OH:41].[Cl:1][c:2]1[cH:3][cH:4][c:5]([NH:8][C:9](=[O:10])[NH:11][c:12]2[cH:13][c:14](-[c:26]3[n:27]([CH3:31])[n:28][cH:29][cH:30]3)[c:15]([O:18][CH2:19][CH2:20][N:21]3[CH2:22][CH2:23][CH2:24][CH2:25]3)[cH:16][cH:17]2)[cH:6][cH:7]1.[Cl:32][N:33]1[C:34](=[O:35])[CH2:36][CH2:37][C:38]1=[O:39]>>[Cl:1][c:2]1[cH:3][cH:4][c:5]([NH:8][C:9](=[O:10])[NH:11][c:12]2[cH:13][c:14](-[c:26]3[n:27]([CH3:31])[n:28][cH:29][c:30]3[Cl:32])[c:15]([O:18][CH2:19][CH2:20][N:21]3[CH2:22][CH2:23][CH2:24][CH2:25]3)[cH:16][cH:17]2)[cH:6][cH:7]1. Starting materials: O=S(Cl)Cl (SOCl2), ClC1=NC=CC(=C1C(=O)O)C (2-chloro-4-methyl-3-pyridinecarboxylic acid), N (NH3). Solvent: C1(=CC=CC=C1)C (toluene). The product is ClC1=NC=CC(=C1C(=O)N)C (2-Chloro-4-methyl-3-pyridinecarboxamide). The yield is 91.0%. RXN SMILES: [Cl:1][C:2]1[C:7]([C:8](O)=[O:9])=[C:6]([CH3:11])[CH:5]=[CH:4][N:3]=1.O=S(Cl)Cl.[NH3:16]>C1(C)C=CC=CC=1>[Cl:1][C:2]1[C:7]([C:8]([NH2:16])=[O:9])=[C:6]([CH3:11])[CH:5]=[CH:4][N:3]=1. Procedure details: To a mixture of 2-chloro-4-methyl-3-pyridinecarboxylic acid (24.7 g, 157 mmol) and 75 mL of toluene at 70° C. was added 75 mL of SOCl2 (22.6 g, 190 mmol) within a period of 1 hour. The reaction mixture was refluxed for 4 hours and the resulting solution was cooled to room temperature. Dry NH3 gas was introduced at such a rate so as to maintain the internal temperature below 30° C. After removing toluene, the solid residue was washed successively with cold water and methanol, and dried to yield 2... Starting materials: F[C@H]1C[C@H](N(C1)C(CN[C@@]1(C([C@@H](CC1)CC1=NOC(=N1)C(C)C)(C)C)C)=O)C#N ((2S,4S)-4-fluoro-1-(2-((1S,3S)-3-((5-isopropyl-1,2,4-oxadiazol-3-yl)methyl)-1,2,2-trimethylcyclopentylamino)acetyl)pyrrolidine-2-carbonitrile), CS(=O)(=O)O (methanesulphonic acid). Solvent: C(C)(=O)OCC (ethyl acetate), C(C)(=O)OCC (ethyl acetate). Reaction conditions: time 1 hour. The product is CS(=O)(=O)O.F[C@H]1C[C@H](N(C1)C(CN[C@@]1(C([C@@H](CC1)CC1=NOC(=N1)C(C)C)(C)C)C)=O)C#N ((2S,4S)-4-Fluoro-1-(2-((1S,3S)-3-((5-isopropyl-1,2,4-oxadiazol-3-yl)methyl)-1,2,2-trimethylcyclopentylamino)acetyl)pyrrolidine-2-carbonitrile methanesulfonate). As a reaction SMILES: [F:1][C@@H:2]1[CH2:6][N:5]([C:7](=[O:27])[CH2:8][NH:9][C@@:10]2([CH3:26])[CH2:14][CH2:13][C@@H:12]([CH2:15][C:16]3[N:20]=[C:19]([CH:21]([CH3:23])[CH3:22])[O:18][N:17]=3)[C:11]2([CH3:25])[CH3:24])[C@H:4]([C:28]#[N:29])[CH2:3]1.[CH3:30][S:31]([OH:34])(=[O:33])=[O:32]>C(OCC)(=O)C>[CH3:30][S:31]([OH:34])(=[O:33])=[O:32].[F:1][C@@H:2]1[CH2:6][N:5]([C:7](=[O:27])[CH2:8][NH:9][C@@:10]2([CH3:26])[CH2:14][CH2:13][C@@H:12]([CH2:15][C:16]3[N:20]=[C:19]([CH:21]([CH3:23])[CH3:22])[O:18][N:17]=3)[C:11]2([CH3:24])[CH3:25])[C@H:4]([C:28]#[N:29])[CH2:3]1 |f:3.4|. Reported procedure: To a stirred suspension of the step-2 intermediate (0.15 g, 0.52 mmol), K2CO3 (0.138 g, 1 mmol) and KI catalytic amount in 1 mL of DMSO was added a DMSO solution of intermediate 20 (0.98 g, 0.5 mmol) and the reaction mixture was stirred for 12 hours under nitrogen atmosphere. After completion of the reaction, it was diluted with ethyl acetate and water. The layers were separated and the aqueous layer was washed twice with ethyl acetate. The combined organic layers was dried over anhydrous Na2SO4...